Dataset: the Open Reaction Database (ORD), a public repository of structured organic reaction records. Task: describe an organic reaction: reactants, conditions, products, and yield Reactants: CI, [K+], CN(C)C=O, [OH-], Nc1c(O)cccc1[N+](=O)[O-]. Yields the product COc1cccc([N+](=O)[O-])c1N. As a reaction SMILES: [CH3:14][I:15].[K+:13].[O:16]=[CH:17][N:18]([CH3:19])[CH3:20].[OH-:12].[OH:1][c:2]1[c:3]([NH2:4])[c:5]([N+:9](=[O:10])[O-:11])[cH:6][cH:7][cH:8]1>>[O:1]([c:2]1[c:3]([NH2:4])[c:5]([N+:9](=[O:10])[O-:11])[cH:6][cH:7][cH:8]1)[CH3:14]. Reactants: CCC(CC)c1cc(C)nn2c(-c3sccc3OC)c(C)nc12, CC#N, O=C1CCC(=O)N1I. Yields the product CCC(CC)c1cc(C)nn2c(-c3sc(I)cc3OC)c(C)nc12. As a reaction SMILES: [CH2:1]([CH3:2])[CH:3]([CH2:4][CH3:5])[c:6]1[c:7]2[n:8]([n:9][c:10]([CH3:12])[cH:11]1)[c:13](-[c:17]1[s:18][cH:19][cH:20][c:21]1[O:22][CH3:23])[c:14]([CH3:16])[n:15]2.[CH3:32][C:33]#[N:34].[O:24]=[C:25]1[N:26]([I:31])[C:27](=[O:28])[CH2:29][CH2:30]1>>[CH2:1]([CH3:2])[CH:3]([CH2:4][CH3:5])[c:6]1[c:7]2[n:8]([n:9][c:10]([CH3:12])[cH:11]1)[c:13](-[c:17]1[s:18][c:19]([I:31])[cH:20][c:21]1[O:22][CH3:23])[c:14]([CH3:16])[n:15]2. Reactants: CC1(C)Cc2cccc(O)c2O1, ClCCCCOc1c(Cl)cc(OCc2ccccc2)cc1Cl. The product is CC1(C)Cc2cccc(OCCCCOc3c(Cl)cc(OCc4ccccc4)cc3Cl)c2O1. RXN SMILES: [CH3:23][C:24]1([CH3:34])[CH2:25][c:26]2[c:27]([c:29]([OH:33])[cH:30][cH:31][cH:32]2)[O:28]1.[Cl:1][c:2]1[c:3]([O:17][CH2:18][CH2:19][CH2:20][CH2:21][Cl:22])[c:4]([Cl:16])[cH:5][c:6]([O:8][CH2:9][c:10]2[cH:11][cH:12][cH:13][cH:14][cH:15]2)[cH:7]1>>[Cl:1][c:2]1[c:3]([O:17][CH2:18][CH2:19][CH2:20][CH2:21][O:33][c:29]2[c:27]3[c:26]([cH:32][cH:31][cH:30]2)[CH2:25][C:24]([CH3:23])([CH3:34])[O:28]3)[c:4]([Cl:16])[cH:5][c:6]([O:8][CH2:9][c:10]2[cH:11][cH:12][cH:13][cH:14][cH:15]2)[cH:7]1.